describe an organic reaction: reactants, conditions, products, and yield From a dataset of the Open Reaction Database (ORD), a public repository of structured organic reaction records. The reactants are [BH4-], O=C([O-])C=CC(=O)[O-], C1CNCCN1, CCCOc1ccc2c(c1)C(=O)CC2, CC(C)[O-], CC(C)[O-], CC(C)[O-], CC(C)[O-], [Na+], [Ti+4]. The product is CCCOc1ccc2c(c1)C(N1CCNCC1)CC2. RXN SMILES: [BH4-:21].[C:23]([O-:24])(=[O:25])[CH:26]=[CH:27][C:28]([O-:29])=[O:30].[CH2:1]1[CH2:2][NH:3][CH2:4][CH2:5][NH:6]1.[CH2:7]([CH2:8][CH3:9])[O:10][c:11]1[cH:12][cH:13][c:14]2[c:18]([cH:19]1)[C:17](=[O:20])[CH2:16][CH2:15]2.[CH3:31][CH:32]([CH3:33])[O-:34].[CH3:36][CH:37]([CH3:38])[O-:39].[CH3:40][CH:41]([CH3:42])[O-:43].[CH3:44][CH:45]([CH3:46])[O-:47].[Na+:22].[Ti+4:35]>>[CH2:1]1[CH2:2][N:3]([CH:17]2[CH2:16][CH2:15][c:14]3[cH:13][cH:12][c:11]([O:10][CH2:7][CH2:8][CH3:9])[cH:19][c:18]32)[CH2:4][CH2:5][NH:6]1. The reactants are BrC1=CC(=C(C=C1)C(=O)N1CCN(CC1)C1=NC=C(C=C1C)C)F ((4-bromo-2-fluorophenyl)[4-(3,5-dimethylpyridin-2-yl)piperazin-1-yl]methanone), C[C@H]1CNC(O1)=O ((S)-5-methyloxazolidin-2-one). The product is CC=1C(=NC=C(C1)C)N1CCN(CC1)C(=O)C1=C(C=C(C=C1)N1C(O[C@H](C1)C)=O)F ((S)-3-{4-[4-(3,5-dimethylpyridin-2-yl)piperazine-1-carbonyl]-3-fluorophenyl}-5-methyloxazolidin-2-one). Isolated yield 81.9%. As a reaction SMILES: Br[C:2]1[CH:7]=[CH:6][C:5]([C:8]([N:10]2[CH2:15][CH2:14][N:13]([C:16]3[C:21]([CH3:22])=[CH:20][C:19]([CH3:23])=[CH:18][N:17]=3)[CH2:12][CH2:11]2)=[O:9])=[C:4]([F:24])[CH:3]=1.[CH3:25][C@@H:26]1[O:30][C:29](=[O:31])[NH:28][CH2:27]1>>[CH3:22][C:21]1[C:16]([N:13]2[CH2:14][CH2:15][N:10]([C:8]([C:5]3[CH:6]=[CH:7][C:2]([N:28]4[CH2:27][C@H:26]([CH3:25])[O:30][C:29]4=[O:31])=[CH:3][C:4]=3[F:24])=[O:9])[CH2:11][CH2:12]2)=[N:17][CH:18]=[C:19]([CH3:23])[CH:20]=1. Procedure: By reaction and treatment in the same manner as in Example 1 and using (4-bromo-2-fluorophenyl)[4-(3,5-dimethylpyridin-2-yl)piperazin-1-yl]methanone (498 mg) described in Preparation Example 65 and (S)-5-methyloxazolidin-2-one (197 mg) described in Preparation Example 42, the title compound (429 mg) was obtained. Reactants: CS(=O)(=O)OCC1CC(SC(c2ccccc2)(c2ccccc2)c2ccccc2)CN1C(=O)OCc1ccc([N+](=O)[O-])cc1, CN1CCNCC1, CN(C)C=O. Yields the product CN1CCN(C2CC(SC(c3ccccc3)(c3ccccc3)c3ccccc3)CN2C(=O)OCc2ccc([N+](=O)[O-])cc2)CC1. Reaction SMILES: [CH3:1][S:2]([O:3][CH2:4][CH:7]1[N:8]([C:32](=[O:33])[O:34][CH2:35][c:36]2[cH:37][cH:38][c:39]([N+:42](=[O:43])[O-:44])[cH:40][cH:41]2)[CH2:9][CH:10]([S:12][C:13]([c:14]2[cH:15][cH:16][cH:17][cH:18][cH:19]2)([c:20]2[cH:21][cH:22][cH:23][cH:24][cH:25]2)[c:26]2[cH:27][cH:28][cH:29][cH:30][cH:31]2)[CH2:11]1)(=[O:5])=[O:6].[CH3:45][N:46]1[CH2:47][CH2:48][NH:49][CH2:50][CH2:51]1.[CH3:52][N:53]([CH3:54])[CH:55]=[O:56]>>[CH:7]1([N:49]2[CH2:48][CH2:47][N:46]([CH3:45])[CH2:51][CH2:50]2)[N:8]([C:32](=[O:33])[O:34][CH2:35][c:36]2[cH:37][cH:38][c:39]([N+:42](=[O:43])[O-:44])[cH:40][cH:41]2)[CH2:9][CH:10]([S:12][C:13]([c:14]2[cH:15][cH:16][cH:17][cH:18][cH:19]2)([c:20]2[cH:21][cH:22][cH:23][cH:24][cH:25]2)[c:26]2[cH:27][cH:28][cH:29][cH:30][cH:31]2)[CH2:11]1. Reaction conditions: temperature 0 celsius. RXN SMILES: [NH2:1][C:2]1[CH:3]=[C:4]([N:13]2[C:17](=[O:18])[C:16]([CH3:20])([CH3:19])[N:15]([CH2:21][C:22]3[CH:27]=[CH:26][N:25]=[CH:24][CH:23]=3)[C:14]2=[O:28])[CH:5]=[CH:6][C:7]=1[O:8][C:9]([F:12])([F:11])[F:10].[F:29][C:30]([F:41])([F:40])[C:31]([O:33][C:34](=[O:39])[C:35]([F:38])([F:37])[F:36])=[O:32]>ClCCl.N1C=CC=CC=1>[F:29][C:30]([F:41])([F:40])[C:31]([OH:33])=[O:32].[CH3:19][C:16]1([CH3:20])[C:17](=[O:18])[N:13]([C:4]2[CH:5]=[CH:6][C:7]([O:8][C:9]([F:11])([F:10])[F:12])=[C:2]([NH:1][C:34](=[O:39])[C:35]([F:36])([F:37])[F:38])[CH:3]=2)[C:14](=[O:28])[N:15]1[CH2:21][C:22]1[CH:23]=[CH:24][N:25]=[CH:26][CH:27]=1 |f:2.3,4.5|. Yields the product FC(C(=O)O)(F)F.CC1(N(C(N(C1=O)C=1C=CC(=C(C1)NC(C(F)(F)F)=O)OC(F)(F)F)=O)CC1=CC=NC=C1)C (N-[5-(4,4-dimethyl-2,5-dioxo-3-pyridin-4-ylmethylimidazolidin-1-yl)-2-trifluoromethoxyphenyl]-2,2,2-trifluoroacetamide; compound with trifluoroacetic acid). Reactants: FC(C(=O)OC(C(F)(F)F)=O)(F)F (trifluoroacetic anhydride), NC=1C=C(C=CC1OC(F)(F)F)N1C(N(C(C1=O)(C)C)CC1=CC=NC=C1)=O (3-(3-amino-4-trifluoromethoxyphenyl)-5,5-dimethyl-1-pyridin-4-ylmethylimidazolidine-2,4-dione), ice water. Run in ClCCl.N1=CC=CC=C1 (dichloromethane pyridine), ClCCl.N1=CC=CC=C1 (dichloromethane pyridine). Reported procedure: 394 mg (1.0 mmol) of 3-(3-amino-4-trifluoromethoxyphenyl)-5,5-dimethyl-1-pyridin-4-ylmethylimidazolidine-2,4-dione were dissolved in 5 ml of 4:1 dichloromethane/pyridine and cooled to 0° C., and 252 mg (1.2 mmol) of trifluoroacetic anhydride dissolved in 5 ml of 4:1 dichloromethane/pyridine were added dropwise at 0° C. After stirring at RT, the mixture was added to ice-water, extracted with CH2Cl2, concentrated and dried. The remaining residue was purified by means of preparative HPLC (RP18, ace... Reactants: CC1=CN(C2=CC=CC=C12)CCO (3-methylindole-1-ethanol), O=C(CCCNC(C)=O)C (N-(4-oxopentyl) acetamide). The solvent is C1=CC=CC=C1 (benzene). Run at time 8 hour. Yields the product C(C)(=O)NCCCC1(OCCN2C1=C(C=1C=CC=CC21)C)C (1-[3-(acetamido)propyl]-1,10-dimethyl-3,4-dihydro-1H- 1,4-oxazino[4,3-a]indole). As a reaction SMILES: [CH3:1][C:2]1[C:10]2[C:5](=[CH:6][CH:7]=[CH:8][CH:9]=2)[N:4]([CH2:11][CH2:12][OH:13])[CH:3]=1.O=[C:15]([CH3:23])[CH2:16][CH2:17][CH2:18][NH:19][C:20](=[O:22])[CH3:21]>C1C=CC=CC=1>[C:20]([NH:19][CH2:18][CH2:17][CH2:16][C:15]1([CH3:23])[C:3]2=[C:2]([CH3:1])[C:10]3[CH:9]=[CH:8][CH:7]=[CH:6][C:5]=3[N:4]2[CH2:11][CH2:12][O:13]1)(=[O:22])[CH3:21]. Procedure details: A mixture of 3-methylindole-1-ethanol (4.2 g.) and N-(4-oxopentyl) acetamide (3.7 g), described by L. P. Khun et al., J. Am. Chem. Soc., 89, 3858 (1967), in 300 ml of dry benzene is stirred and heated at reflux. Water is collected in a Dean-Stark trap. After removal of the water five drops of boron trifluoride-etherate is added and the mixture refluxed 30 min. using the water-separator again. After stirring at room temperature overnight the reaction mixture is evaporated to dryness. The solid re... The reactants are C(C=C)OC(=O)NCC(CN)C(C)O[Si](C)(C)C(C)(C)C (2-(N-allyloxycarbonylaminomethyl)-3-(t-butyldimethylsilyloxy)butylamine), ClC(=O)OCC=C (allyl chloroformate), [OH-].[Na+] (sodium hydroxide). The solvent is O1CCCC1 (tetrahydrofuran), O (water). The product is C(C=C)OC(=O)NCC(C(C)O[Si](C)(C)C(C)(C)C)CNC(=O)OCC=C (1-allyloxycarbonylamino-2-(N-allyloxycarbonylaminomethyl)- 3-t-butyldimethylsilyloxybutane). RXN SMILES: [CH2:1]([O:4][C:5]([NH:7][CH2:8][CH:9]([CH:12]([O:14][Si:15]([C:18]([CH3:21])([CH3:20])[CH3:19])([CH3:17])[CH3:16])[CH3:13])[CH2:10][NH2:11])=[O:6])[CH:2]=[CH2:3].Cl[C:23]([O:25][CH2:26][CH:27]=[CH2:28])=[O:24].[OH-].[Na+]>O1CCCC1.O>[CH2:1]([O:4][C:5]([NH:7][CH2:8][CH:9]([CH2:10][NH:11][C:23]([O:25][CH2:26][CH:27]=[CH2:28])=[O:24])[CH:12]([O:14][Si:15]([C:18]([CH3:20])([CH3:19])[CH3:21])([CH3:16])[CH3:17])[CH3:13])=[O:6])[CH:2]=[CH2:3] |f:2.3|. Reported procedure: To a solution of 11.4 g of crude 2-(N-allyloxycarbonylaminomethyl)-3-(t-butyldimethylsilyloxy)butylamine in 67 ml of tetrahydrofuran and 56 ml of water was added 2.8 ml of allyl chloroformate dropwise, while keeping pH 8-8.5 with 4N sodium hydroxide solution. The reaction mixture was extracted three times with chloroform, and the combined organic layer was washed with brine and dried over anhydrous magnesium sulfate. Evaporation of the solvent followed by column chromatography on silica gel (hex...